This data is from the Open Reaction Database (ORD), a public repository of structured organic reaction records. The task is: describe an organic reaction: reactants, conditions, products, and yield The reactants are N#Cc1ccc(Br)cc1, CCOC(=O)CC(=O)OCC, C1COCCO1, Cl, [H-], [Na+]. Product: CCOC(=O)C(C(=O)OCC)c1ccc(C#N)cc1. As a reaction SMILES: [C:14](#[N:15])[c:16]1[cH:17][cH:18][c:19]([Br:22])[cH:20][cH:21]1.[C:1]([CH2:2][C:3](=[O:4])[O:5][CH2:6][CH3:7])(=[O:8])[O:9][CH2:10][CH3:11].[CH2:24]1[O:25][CH2:26][CH2:27][O:28][CH2:29]1.[ClH:23].[H-:12].[Na+:13]>>[C:1]([CH:2]([C:3](=[O:4])[O:5][CH2:6][CH3:7])[c:19]1[cH:18][cH:17][c:16]([C:14]#[N:15])[cH:21][cH:20]1)(=[O:8])[O:9][CH2:10][CH3:11].